From a dataset of the Open Reaction Database (ORD), a public repository of structured organic reaction records. describe an organic reaction: reactants, conditions, products, and yield Reported procedure: The reaction of 2-amino-ethyl thiol with benzoquinone followed by air oxidation affords 6-hydroxy-dihydro-1,4-benzothiazine. The reactants are NCCS (2-amino-ethyl thiol), C1(C=CC(C=C1)=O)=O (benzoquinone). RXN SMILES: [NH2:1][CH2:2][CH2:3][SH:4].[C:5]1(=O)[CH:10]=[CH:9][C:8](=[O:11])[CH:7]=[CH:6]1>>[OH:11][C:8]1[CH:7]=[CH:6][C:5]2[S:4][CH2:3][CH2:2][NH:1][C:10]=2[CH:9]=1. The product is OC=1C=CC2=C(NCCS2)C1 (6-hydroxy-dihydro-1,4-benzothiazine). RXN SMILES: [S:1]1(=[O:13])(=[O:12])[C:6]2[CH:7]=[CH:8][CH:9]=[CH:10][C:5]=2[C:4](=[O:11])[CH2:3][NH:2]1.O.[C:15]1(C)C=CC(S(O)(=O)=O)=CC=1.C([O-])([O-])OC>CO>[CH3:15][O:11][C:4]1[C:5]2[CH:10]=[CH:9][CH:8]=[CH:7][C:6]=2[S:1](=[O:12])(=[O:13])[NH:2][CH:3]=1 |f:1.2|. Procedure details: A mixture of 1.97 g (10 mmol) of 3,4-dihydro-2H-1,2-benzothiazin-4-one 1,1-dioxide, 500 mg (2.6 mmol) of p-toluenesulfonic acid monohydrate, 20 ml of methyl orthoformate and 20 ml of methanol was refluxed for 3 hours. The solvent was distilled off and the residue was purified by chromatography on a silica gel column (eluent: methylene chloride:ethyl acetate=40:1), whereby 2.06 g of the title compound were obtained (yield: 97%). Product: COC1=CNS(C2=C1C=CC=C2)(=O)=O (4-methoxy-2H-1,2-benzothiazine 1,1-dioxide). Yield: 375.1%. Solvent: CO (methanol). The reactants are S1(NCC(C2=C1C=CC=C2)=O)(=O)=O (3,4-dihydro-2H-1,2-benzothiazin-4-one 1,1-dioxide), O.C1(=CC=C(C=C1)S(=O)(=O)O)C (p-toluenesulfonic acid monohydrate), C(OC)([O-])[O-] (methyl orthoformate). Reactants: BrC1=CC2=C(C=3N(CCO2)C=C(N3)C3=NC=NN3C(C)C)C=C1 (9-bromo-2-(1-isopropyl-1H-1,2,4-triazol-5-yl)-5,6-dihydrobenzo[f]imidazo[1,2-d][1,4]oxazepine), O1C(CCCC1)OCCN1C=NC(=C1)[Sn](CCCC)(CCCC)CCCC (1-(2-(tetrahydro-2H-pyran-2-yloxy)ethyl)-4-(tributylstannyl)-1H-imidazole), O1C(CCCC1)OCCN1C=NC=C1[Sn](CCCC)(CCCC)CCCC (1-(2-(tetrahydro-2H-pyran-2-yloxy)ethyl)-5-(tributylstannyl)-1H-imidazole), C(C)#N (acetonitrile). The reagents and catalysts are C=1C=CC(=CC1)[P](C=2C=CC=CC2)(C=3C=CC=CC3)[Pd]([P](C=4C=CC=CC4)(C=5C=CC=CC5)C=6C=CC=CC6)([P](C=7C=CC=CC7)(C=8C=CC=CC8)C=9C=CC=CC9)[P](C=1C=CC=CC1)(C=1C=CC=CC1)C=1C=CC=CC1 (Tetrakis(triphenylphosphine)palladium(0)). Run at temperature 140 celsius. Product: C(C)(C)N1N=CN=C1C=1N=C2N(CCOC3=C2C=CC(=C3)C=3N=CN(C3)CCOC3OCCCC3)C1 (2-(1-isopropyl-1H-1,2,4-triazol-5-yl)-9-(1-(2-(tetrahydro-2H-pyran-2-yloxy)ethyl)-1H-imidazol-4-yl)-5,6-dihydrobenzo[f]imidazo[1,2-d][1,4]oxazepine), C(C)(C)N1N=CN=C1C=1N=C2N(CCOC3=C2C=CC(=C3)C3=CN=CN3CCOC3OCCCC3)C1 (2-(1-isopropyl-1H-1,2,4-triazol-5-yl)-9-(1-(2-(tetrahydro-2H-pyran-2-yloxy)ethyl)-1H-imidazol-5-yl)-5,6-dihydrobenzo[f]imidazo[1,2-d][1,4]oxazepine). As a reaction SMILES: Br[C:2]1[CH:23]=[CH:22][C:5]2[C:6]3[N:7]([CH:11]=[C:12]([C:14]4[N:18]([CH:19]([CH3:21])[CH3:20])[N:17]=[CH:16][N:15]=4)[N:13]=3)[CH2:8][CH2:9][O:10][C:4]=2[CH:3]=1.[O:24]1[CH2:29][CH2:28][CH2:27][CH2:26][CH:25]1[O:30][CH2:31][CH2:32][N:33]1[CH:37]=[C:36]([Sn](CCCC)(CCCC)CCCC)[N:35]=[CH:34]1.[O:51]1[CH2:56][CH2:55][CH2:54][CH2:53][CH:52]1[O:57][CH2:58][CH2:59][N:60]1[C:64]([Sn](CCCC)(CCCC)CCCC)=[CH:63][N:62]=[CH:61]1.C(#N)C>C1C=CC([P]([Pd]([P](C2C=CC=CC=2)(C2C=CC=CC=2)C2C=CC=CC=2)([P](C2C=CC=CC=2)(C2C=CC=CC=2)C2C=CC=CC=2)[P](C2C=CC=CC=2)(C2C=CC=CC=2)C2C=CC=CC=2)(C2C=CC=CC=2)C2C=CC=CC=2)=CC=1>[CH:19]([N:18]1[C:14]([C:12]2[N:13]=[C:6]3[C:5]4[CH:22]=[CH:23][C:2]([C:36]5[N:35]=[CH:34][N:33]([CH2:32][CH2:31][O:30][CH:25]6[CH2:26][CH2:27][CH2:28][CH2:29][O:24]6)[CH:37]=5)=[CH:3][C:4]=4[O:10][CH2:9][CH2:8][N:7]3[CH:11]=2)=[N:15][CH:16]=[N:17]1)([CH3:21])[CH3:20].[CH:19]([N:18]1[C:14]([C:12]2[N:13]=[C:6]3[C:5]4[CH:22]=[CH:23][C:2]([C:64]5[N:60]([CH2:59][CH2:58][O:57][CH:52]6[CH2:53][CH2:54][CH2:55][CH2:56][O:51]6)[CH:61]=[N:62][CH:63]=5)=[CH:3][C:4]=4[O:10][CH2:9][CH2:8][N:7]3[CH:11]=2)=[N:15][CH:16]=[N:17]1)([CH3:21])[CH3:20] |^1:84,86,105,124|. Procedure details: Tetrakis(triphenylphosphine)palladium(0) (84.0 mg 0.0727 mmol) was added last to a degassed solution of 9-bromo-2-(1-isopropyl-1H-1,2,4-triazol-5-yl)-5,6-dihydrobenzo[f]imidazo[1,2-d][1,4]oxazepine (272 mg, 0.727 mmol) and regioisomers 1-(2-(tetrahydro-2H-pyran-2-yloxy)ethyl)-4-(tributylstannyl)-1H-imidazole and 1-(2-(tetrahydro-2H-pyran-2-yloxy)ethyl)-5-(tributylstannyl)-1H-imidazole (600 mg, 1 mmol) in acetonitrile (5 mL, 100 mmol). The reaction was heated in the CEM microwave at 140° C. for 3... Starting materials: N1CCC=CC1 (1,2,3,6-tetrahydropyridine), secondary amine, C(C1=CC=CC=C1)(=O)Cl (benzoyl chloride). The product is N1(CC=CCC1)C(=O)C1=CC=CC=C1 ((5,6-Dihydropyridin-1(2H)-yl)(phenyl)methanone). RXN SMILES: [NH:1]1[CH2:6][CH:5]=[CH:4][CH2:3][CH2:2]1.[C:7](Cl)(=[O:14])[C:8]1[CH:13]=[CH:12][CH:11]=[CH:10][CH:9]=1>>[N:1]1([C:7]([C:8]2[CH:13]=[CH:12][CH:11]=[CH:10][CH:9]=2)=[O:14])[CH2:2][CH2:3][CH:4]=[CH:5][CH2:6]1. Procedure details: The target compounds were synthesized as depicted in Schemes 1-3. The synthesis started with 1,2,3,6-tetrahydropyridine, in which the secondary amine was first protected by reacting with benzoyl chloride to form benzamide 10. The alkenyl double bond of compound 10 was oxidized by meta-chloroperoxybenzoic acid (m-CPBA) to form epoxide 11. The epoxide 11 was refluxed with substituted 4-benzoylpiperidine hydrochloride salts, namely (4-(4′-fluorobenzoyl)piperidine hydrochloride or 4-(4′-methoxybenzo... Starting materials: COC(=O)CCCC(C)(C)C1=C(O)C=C(C(=C1)O)C(C)(CCCC(=O)OC)C (2,5-bis-(5-methoxycarbonyl-2-methyl-pent-2-yl)-hydroquinone), C(C1=CC=CO1)O (furfuryl alcohol), C[O-].[Na+] (sodium methoxide), CCOCC (ether). Product: C(C1=CC=CO1)OC(=O)CCCC(C)(C)C1=C(O)C=C(C(=C1)O)C(C)(CCCC(=O)OCC1=CC=CO1)C (2,5-bis-(5-furfuryloxycarbonyl-2-methyl-pent-2-yl)-hydroquinone), ( 123 ). Reaction SMILES: [CH3:1][O:2][C:3]([CH2:5][CH2:6][CH2:7][C:8]([C:11]1[CH:17]=[C:16]([OH:18])[C:15]([C:19]([CH3:28])([CH2:21][CH2:22][CH2:23][C:24]([O:26][CH3:27])=[O:25])[CH3:20])=[CH:14][C:12]=1[OH:13])([CH3:10])[CH3:9])=[O:4].C(O)[C:30]1[O:34][CH:33]=[CH:32][CH:31]=1.C[O-].[Na+].[CH3:39][CH2:40][O:41][CH2:42][CH3:43]>>[CH2:1]([O:2][C:3]([CH2:5][CH2:6][CH2:7][C:8]([C:11]1[CH:17]=[C:16]([OH:18])[C:15]([C:19]([CH3:28])([CH2:21][CH2:22][CH2:23][C:24]([O:26][CH2:27][C:33]2[O:34][CH:30]=[CH:31][CH:32]=2)=[O:25])[CH3:20])=[CH:14][C:12]=1[OH:13])([CH3:10])[CH3:9])=[O:4])[C:42]1[O:41][CH:40]=[CH:39][CH:43]=1 |f:2.3|. Reported procedure: 8.0 Parts of 2,5-bis-(5-methoxycarbonyl-2-methyl-pent-2-yl)-hydroquinone, 100 parts of furfuryl alcohol and 1.0 parts of sodium methoxide are heated on a steam-bath for 24 hours. The cooled reaction mixture is diluted with ether and washed with water. After removing the ether and excess furfuryl alcohol, the residue is triturated with 40°-60° petroleum ether containing ether to yield 2,5-bis-(5-furfuryloxycarbonyl-2-methyl-pent-2-yl)-hydroquinone, [formula (123)] m.p. 139°-142° C. Crystallisatio... The reactants are O=C(Cl)C(=O)Cl, O=C(O)c1cccc(N2CCOCC2)c1, C1COCCO1. Product: O=C(Cl)c1cccc(N2CCOCC2)c1. As a reaction SMILES: [Cl:16][C:17]([C:18]([Cl:19])=[O:20])=[O:21].[O:1]1[CH2:2][CH2:3][N:4]([c:7]2[cH:8][c:9]([C:10](=[O:11])[OH:12])[cH:13][cH:14][cH:15]2)[CH2:5][CH2:6]1.[O:22]1[CH2:23][CH2:24][O:25][CH2:26][CH2:27]1>>[O:1]1[CH2:2][CH2:3][N:4]([c:7]2[cH:8][c:9]([C:10](=[O:11])[Cl:16])[cH:13][cH:14][cH:15]2)[CH2:5][CH2:6]1. The reactants are C(Cl)C1CO1 (epichlorohydrin), C(Cl)C1CO1 (epichlorohydrin), OC[C@H](O)[C@@H](O)[C@H](O)[C@H](O)CO (sorbitol), C(Cl)C1CO1 (epichlorohydrin). The reagents and catalysts are [Sn](F)F (tin difluoride). Conditions: temperature 110 celsius, time 8 hour. Product: C(C1CO1)OC[C@H](O)[C@@H](O)[C@H](O)[C@H](O)CO (sorbitol glycidyl ether). RXN SMILES: [CH2:1]([CH:3]1[O:5][CH2:4]1)Cl.[OH:6][CH2:7][C@@H:8]([C@H:10]([C@@H:12]([C@@H:14]([CH2:16][OH:17])[OH:15])[OH:13])[OH:11])[OH:9]>[Sn](F)F>[CH2:1]([O:17][CH2:16][C@@H:14]([C@H:12]([C@@H:10]([C@@H:8]([CH2:7][OH:6])[OH:9])[OH:11])[OH:13])[OH:15])[CH:3]1[O:5][CH2:4]1. Procedure details: A 750 ml reactor equipped with reflux condenser, thermometer, stirrer and metering device for epichlorohydrin is charged with 72.9 g (0.4 mol) of sorbitol and 1.25 g (0.008 mol) of tin difluoride in 88.5 g (0.957 mol) of epichlorohydrin, and the charge is heated to 110° C. Then, with stirring, 132.1 g (1.429 mol) of epichlorohydrin are added at a rate of 1.5 ml/min, while keeping the temperature at 110°-115° C. Stirring is continued for a further 8 hours at 125°-130° C. Excess epichlorohydrin is... The reactants are C1(=CC=CC=C1)C(=O)C1(OC1)C(F)(F)F (Phenyl-[2-(trifluoromethyl)oxiranyl]methanone), C([O-])([O-])=O.[Cs+].[Cs+] (Caesium carbonate), CO (methanol). Yields the product FC(C(C=O)(COC)O)(F)F (3,3,3-trifluoro-2-hydroxy-2-methoxymethypropan-1-one). Reaction SMILES: C1([C:7]([C:9]2([C:12]([F:15])([F:14])[F:13])C[O:10]2)=[O:8])C=CC=CC=1.[C:16](=O)([O-])[O-].[Cs+].[Cs+].[CH3:22][OH:23]>>[F:13][C:12]([F:15])([F:14])[C:9]([OH:10])([CH2:7][O:8][CH3:16])[CH:22]=[O:23] |f:1.2.3|. Procedure: 2.59 g (12 mmol) Phenyl-[2-(trifluoromethyl)oxiranyl]methanone are stirred with 8.8 g (27 mmol) Caesium carbonate in 94 ml methanol. The reaction is quenched by addition of water after 3 days. The aqueous layer is extracted with ethyl acetate, the combined organic phases are washed with brine, dried over sodium sulphate and then evaporated to yield 2.87 g 3,3,3-trifluoro-2-hydroxy-2-methoxymethypropan-1-one. 1H-NMR (CDCl3); δ=3.42 (s, 3H), 3.89 (d, 1H), 4.23 (d, 1H), 4.55 (s, 1H), 7.47 (t, 2H), ... The reactants are O1COC2=C1C=CC(=C2)C(CCC2OC=CO2)=O (1-(1,3-Benzodioxol-5-yl)-3-(1,3-dioxol-2-yl)-1-propanone), C(C)(=O)NCCN (N-acetylethylenediamine). The solvent is C(C)(=O)O (acetic acid). The product is O1COC2=C1C=CC(=C2)C=2N(C=CC2)CCNC(C)=O (N-[2-[2-(1,3-benzodioxol-5-yl)-pyrrol-1-yl]-ethyl]acetamide). Yield: 91.2%. Reaction SMILES: [O:1]1[C:5]2[CH:6]=[CH:7][C:8]([C:10](=O)[CH2:11][CH2:12][CH:13]3OC=CO3)=[CH:9][C:4]=2[O:3][CH2:2]1.[C:19]([NH:22][CH2:23][CH2:24][NH2:25])(=[O:21])[CH3:20]>C(O)(=O)C>[O:1]1[C:5]2[CH:6]=[CH:7][C:8]([C:10]3[N:25]([CH2:24][CH2:23][NH:22][C:19](=[O:21])[CH3:20])[CH:13]=[CH:12][CH:11]=3)=[CH:9][C:4]=2[O:3][CH2:2]1. Reported procedure: 1-(1,3-Benzodioxol-5-yl)-3-(1,3-dioxol-2-yl)-1-propanone (1.7 g) was added under argon and while stirring to a solution of 1.4 g of N-acetylethylenediamine in 20 ml of acetic acid. The reaction mixture was refluxed overnight, the acetic acid was subsequently removed in a vacuum. The residue was taken up in 80 ml of methylene chloride and washed with a mixture of 50 ml of saturated sodium hydrogen carbonate solution and 10 ml of 2N sodium hydroxide solution. The aqueous phase was back-extracted t...